Dataset: the Open Reaction Database (ORD), a public repository of structured organic reaction records. Task: describe an organic reaction: reactants, conditions, products, and yield Starting materials: O (water), ClC1=NC(=C2N=CN(C2=N1)C)Cl (2,6-Dichloro-9-methyl-9H-purine), C(=O)([O-])[O-].[Na+].[Na+] (Na2CO3), O (water), CC1(OB(OC1(C)C)C=1C=C(C(=NC1)OCCC1CCN(CC1)C(=O)OC(C)(C)C)C(F)(F)F)C (tert-butyl 4-(2-{[5-(4,4,5,5-tetramethyl-1,3,2-dioxaborolan-2-yl)-3-(trifluoromethyl)pyridin-2-yl]oxy}ethyl)piperidine-1-carboxylate). The reagents and catalysts are C=1C=CC(=CC1)[P](C=2C=CC=CC2)(C=3C=CC=CC3)[Pd]([P](C=4C=CC=CC4)(C=5C=CC=CC5)C=6C=CC=CC6)([P](C=7C=CC=CC7)(C=8C=CC=CC8)C=9C=CC=CC9)[P](C=1C=CC=CC1)(C=1C=CC=CC1)C=1C=CC=CC1 (tetrakis(triphenylphosphine)palladium). Solvent: O1CCOCC1 (dioxane). Run at temperature 85 celsius, time 5 hour. Product: ClC1=NC(=C2N=CN(C2=N1)C)C=1C=C(C(=NC1)OCCC1CCN(CC1)C(=O)OC(C)(C)C)C(F)(F)F (tert-butyl 4-(2-{[5-(2-chloro-9-methyl-9H-purin-6-yl)-3-(trifluoromethyl)pyridin-2-yl]oxy}ethyl)piperidine-1-carboxylate). The yield is 63.7%. RXN SMILES: [Cl:1][C:2]1[N:10]=[C:9]2[C:5]([N:6]=[CH:7][N:8]2[CH3:11])=[C:4](Cl)[N:3]=1.C([O-])([O-])=O.[Na+].[Na+].O.CC1(C)C(C)(C)OB([C:28]2[CH:29]=[C:30]([C:50]([F:53])([F:52])[F:51])[C:31]([O:34][CH2:35][CH2:36][CH:37]3[CH2:42][CH2:41][N:40]([C:43]([O:45][C:46]([CH3:49])([CH3:48])[CH3:47])=[O:44])[CH2:39][CH2:38]3)=[N:32][CH:33]=2)O1>O1CCOCC1.C1C=CC([P]([Pd]([P](C2C=CC=CC=2)(C2C=CC=CC=2)C2C=CC=CC=2)([P](C2C=CC=CC=2)(C2C=CC=CC=2)C2C=CC=CC=2)[P](C2C=CC=CC=2)(C2C=CC=CC=2)C2C=CC=CC=2)(C2C=CC=CC=2)C2C=CC=CC=2)=CC=1>[Cl:1][C:2]1[N:10]=[C:9]2[C:5]([N:6]=[CH:7][N:8]2[CH3:11])=[C:4]([C:28]2[CH:29]=[C:30]([C:50]([F:53])([F:51])[F:52])[C:31]([O:34][CH2:35][CH2:36][CH:37]3[CH2:42][CH2:41][N:40]([C:43]([O:45][C:46]([CH3:47])([CH3:48])[CH3:49])=[O:44])[CH2:39][CH2:38]3)=[N:32][CH:33]=2)[N:3]=1 |f:1.2.3,^1:64,66,85,104|. Reported procedure: 2,6-Dichloro-9-methyl-9H-purine (5.6 g), Na2CO3 (11.7 g), water (16.8 mL), and tetrakis(triphenylphosphine)palladium (0) (1.6 g) were added to a solution of tert-butyl 4-(2-{[5-(4,4,5,5-tetramethyl-1,3,2-dioxaborolan-2-yl)-3-(trifluoromethyl)pyridin-2-yl]oxy}ethyl)piperidine-1-carboxylate (13.8 g) in dioxane (112 mL) at room temperature in an argon atmosphere, and the mixture was stirred at an internal temperature of 85° C. for 5 hours. After the reaction mixture was cooled to room temperature, ... The reactants are Cl.COC=1C=C2C(C=C(OC2=C(C1)N1CCN(CC1)C)C(=O)O)=O (6-Methoxy-8-(4-Methyl-piperazin-1-yl)-4-oxo-4H-chromene-2-carboxylic acid hydrochloride), CN(C)C(=[N+](C)C)ON1C2=C(C=CC=C2)N=N1.[B-](F)(F)(F)F (TBTU), ON1N=NC2=C1C=CC=C2 (1-hydroxybenztriazole), N1(CCOCC1)C1=CC=C(N)C=C1 (4-morpholin-4-yl-aniline), 479.5. The reagents and catalysts are CN(C1=CC=NC=C1)C (4-dimethylaminopyridine). The solvent is C(C)N(CC)CC (Triethylamine), CN(C=O)C (dimethylformamide). Reaction conditions: time 17 hour. The product is N1(CCOCC1)C1=CC=C(C=C1)NC(=O)C=1OC2=C(C=C(C=C2C(C1)=O)OC)N1CCN(CC1)C (6-Methoxy-8-(4-methyl-piperazin-1-yl)-4-oxo-4H-chromene-2-carboxylic acid (4-morpholin-4-yl-phenyl)-amide). RXN SMILES: Cl.[CH3:2][O:3][C:4]1[CH:5]=[C:6]2[C:11](=[C:12]([N:14]3[CH2:19][CH2:18][N:17]([CH3:20])[CH2:16][CH2:15]3)[CH:13]=1)[O:10][C:9]([C:21]([OH:23])=O)=[CH:8][C:7]2=[O:24].CN(C(ON1N=NC2C=CC=CC1=2)=[N+](C)C)C.[B-](F)(F)(F)F.ON1C2C=CC=CC=2N=N1.[N:57]1([C:63]2[CH:69]=[CH:68][C:66]([NH2:67])=[CH:65][CH:64]=2)[CH2:62][CH2:61][O:60][CH2:59][CH2:58]1>CN(C)C1C=CN=CC=1.CN(C)C=O.C(N(CC)CC)C>[N:57]1([C:63]2[CH:64]=[CH:65][C:66]([NH:67][C:21]([C:9]3[O:10][C:11]4[C:6]([C:7](=[O:24])[CH:8]=3)=[CH:5][C:4]([O:3][CH3:2])=[CH:13][C:12]=4[N:14]3[CH2:15][CH2:16][N:17]([CH3:20])[CH2:18][CH2:19]3)=[O:23])=[CH:68][CH:69]=2)[CH2:58][CH2:59][O:60][CH2:61][CH2:62]1 |f:0.1,2.3|. Reported procedure: 6-Methoxy-8-(4-Methyl-piperazin-1-yl)-4-oxo-4H-chromene-2-carboxylic acid hydrochloride (Reference Example 2) (3.0 g, 8.5 mmol), TBTU (5.5 g, 17 mmol), 1-hydroxybenztriazole (2.6 g, 17 mmol), 4-dimethylaminopyridine (0.05 g, catalytic) and commercially available 4-morpholin-4-yl-aniline (1.66 g, 9.3 mmol) were dissolved in dimethylformamide (100 mL). Triethylamine (3.5 mL, 25 mmol was added and this mixture stirred at room temperature for 17 hours. The reaction mixture was concentrated under vac...